Dataset: the Open Reaction Database (ORD), a public repository of structured organic reaction records. Task: describe an organic reaction: reactants, conditions, products, and yield Starting materials: C(#N)C1=NC=CN=C1 (2-cyanopyrazine), NC=1SC(=CC1C(=O)OCC)CC (2-amino-5-ethyl-3-ethoxycarbonyl-thiophene), O=P(Cl)(Cl)Cl (POCl3). Yields the product ClC=1C2=C(N=C(N1)C1=NC=CN=C1)SC(=C2)CC (4-chloro-2-(pyrazin-2-yl)-6-ethyl-thieno-[2,3-d]-pyrimidine). Reaction SMILES: [C:1]([C:3]1[CH:8]=[N:7][CH:6]=[CH:5][N:4]=1)#[N:2].[NH2:9][C:10]1[S:11][C:12]([CH2:20][CH3:21])=[CH:13][C:14]=1[C:15](OCC)=O.O=P(Cl)(Cl)[Cl:24]>>[Cl:24][C:15]1[C:14]2[CH:13]=[C:12]([CH2:20][CH3:21])[S:11][C:10]=2[N:9]=[C:1]([C:3]2[CH:8]=[N:7][CH:6]=[CH:5][N:4]=2)[N:2]=1. Procedure: With the procedure of Example 477, the reaction of 2-cyanopyrazine and 2-amino-5-ethyl-3-ethoxycarbonyl-thiophene, and the subsequent reaction with POCl3 yields 4-chloro-2-(pyrazin-2-yl)-6-ethyl-thieno-[2,3-d]-pyrimidine